This data is from the Open Reaction Database (ORD), a public repository of structured organic reaction records. The task is: describe an organic reaction: reactants, conditions, products, and yield The reactants are CC(C)=O, O=[Cr](=O)(O)O, CC(O)c1cc(F)cc(C#N)c1F. The product is CC(=O)c1cc(F)cc(C#N)c1F. As a reaction SMILES: [CH3:19][C:20](=[O:21])[CH3:22].[Cr:14]([OH:15])([OH:16])(=[O:17])=[O:18].[F:1][c:2]1[c:3]([C:4]#[N:5])[cH:6][c:7]([F:13])[cH:8][c:9]1[CH:10]([CH3:11])[OH:12]>>[F:1][c:2]1[c:3]([C:4]#[N:5])[cH:6][c:7]([F:13])[cH:8][c:9]1[C:10]([CH3:11])=[O:12]. Reactants: O, O=C(O)c1ccccc1, O=S1CNc2ccccc21. Yields the product O=C(c1ccccc1)c1ccc2c(c1)S(=O)CN2. Reaction SMILES: [OH2:20].[OH:11][C:12](=[O:13])[c:14]1[cH:15][cH:16][cH:17][cH:18][cH:19]1.[S:1]1(=[O:10])[CH2:2][NH:3][c:4]2[c:5]1[cH:6][cH:7][cH:8][cH:9]2>>[S:1]1(=[O:10])[CH2:2][NH:3][c:4]2[c:5]1[cH:6][c:7]([C:12](=[O:11])[c:14]1[cH:15][cH:16][cH:17][cH:18][cH:19]1)[cH:8][cH:9]2. Starting materials: C(CCC)OC1=CC=C(C=N1)C=1C=NC(=NC1)Cl (5-(6-butoxypyridin-3-yl)-2-chloropyrimidine), FC1=C(C=CC(=C1F)CCCCCCCC)B(O)O (2,3-difluoro-4-octylphenylboronic acid), C([O-])([O-])=O.[Na+].[Na+] (sodium carbonate). The reagents and catalysts are C=1C=CC(=CC1)[P](C=2C=CC=CC2)(C=3C=CC=CC3)[Pd]([P](C=4C=CC=CC4)(C=5C=CC=CC5)C=6C=CC=CC6)([P](C=7C=CC=CC7)(C=8C=CC=CC8)C=9C=CC=CC9)[P](C=1C=CC=CC1)(C=1C=CC=CC1)C=1C=CC=CC1 (tetrakis(triphenylphosphine)palladium(0)). Solvent: C1(=CC=CC=C1)C (toluene), C(C)O (ethanol), O (water). The product is C(CCC)OC1=CC=C(C=N1)C=1C=NC(=NC1)C1=C(C(=C(C=C1)CCCCCCCC)F)F (5-(6-butoxypyridin-3-yl)-2-(2,3-difluoro-4-octylphenyl)pyrimidine). The yield is 46.3%. RXN SMILES: [CH2:1]([O:5][C:6]1[N:11]=[CH:10][C:9]([C:12]2[CH:13]=[N:14][C:15](Cl)=[N:16][CH:17]=2)=[CH:8][CH:7]=1)[CH2:2][CH2:3][CH3:4].[F:19][C:20]1[C:25]([F:26])=[C:24]([CH2:27][CH2:28][CH2:29][CH2:30][CH2:31][CH2:32][CH2:33][CH3:34])[CH:23]=[CH:22][C:21]=1B(O)O.C(=O)([O-])[O-].[Na+].[Na+]>C1(C)C=CC=CC=1.C(O)C.O.C1C=CC([P]([Pd]([P](C2C=CC=CC=2)(C2C=CC=CC=2)C2C=CC=CC=2)([P](C2C=CC=CC=2)(C2C=CC=CC=2)C2C=CC=CC=2)[P](C2C=CC=CC=2)(C2C=CC=CC=2)C2C=CC=CC=2)(C2C=CC=CC=2)C2C=CC=CC=2)=CC=1>[CH2:1]([O:5][C:6]1[N:11]=[CH:10][C:9]([C:12]2[CH:13]=[N:14][C:15]([C:21]3[CH:22]=[CH:23][C:24]([CH2:27][CH2:28][CH2:29][CH2:30][CH2:31][CH2:32][CH2:33][CH3:34])=[C:25]([F:26])[C:20]=3[F:19])=[N:16][CH:17]=2)=[CH:8][CH:7]=1)[CH2:2][CH2:3][CH3:4] |f:2.3.4,^1:58,60,79,98|. Procedure: The reaction of 2 mmol of 5-(6-butoxypyridin-3-yl)-2-chloropyrimidine, 2.2 mmol of 2,3-difluoro-4-octylphenylboronic acid, 4 mmol of sodium carbonate and 0.02 mmol of tetrakis(triphenylphosphine)palladium(0) in 10 ml of toluene, 5 ml of ethanol and 5 ml of water is carried out analogously to the procedure indicated for Example 1a). The crude product is separated off by column chromatography on silica gel 60 using heptane/ethyl acetate 9:1 (v/v) as eluent and is recrystallized from acetonitrile, ... Reactants: Cl.ClC1=CC(=NC=N1)NC1=CC(=CC=C1)Cl (6-chloro-N-(3-chlorophenyl)pyrimidin-4-amine hydrochloride), C1(CCCCC1)N (cyclohexylamine), CCN(C(C)C)C(C)C (DIPEA). The solvent is CCCCO (n-BuOH). Reaction conditions: temperature 200 celsius. The product is ClC=1C=C(C=CC1)NC1=NC=NC(=C1)NC1CCCCC1 (N4-(3-Chlorophenyl)-N6-cyclohexylpyrimidine-4,6-diamine). The yield is 71.0%. RXN SMILES: Cl.Cl[C:3]1[N:8]=[CH:7][N:6]=[C:5]([NH:9][C:10]2[CH:15]=[CH:14][CH:13]=[C:12]([Cl:16])[CH:11]=2)[CH:4]=1.[CH:17]1([NH2:23])[CH2:22][CH2:21][CH2:20][CH2:19][CH2:18]1.CCN(C(C)C)C(C)C>CCCCO>[Cl:16][C:12]1[CH:11]=[C:10]([NH:9][C:5]2[CH:4]=[C:3]([NH:23][CH:17]3[CH2:22][CH2:21][CH2:20][CH2:19][CH2:18]3)[N:8]=[CH:7][N:6]=2)[CH:15]=[CH:14][CH:13]=1 |f:0.1|. Procedure: 71 mg of 6-chloro-N-(3-chlorophenyl)pyrimidin-4-amine hydrochloride, 29 mg of cyclohexylamine and 84 mg of DIPEA were dissolved in 1 mL of n-BuOH and charged into a microwave vial and the vial obtained was heated to 200° C. for 60 minutes under microwave irradiation. The reaction was monitored by TLC. The crude product was obtained by evaporating n-BuOH. Purification was carried out by column chromatography using PE:EtOAc 1:1. N4-(3-Chlorophenyl)-N6-cyclohexylpyrimidine-4,6-diamine in the form o...